This data is from the Open Reaction Database (ORD), a public repository of structured organic reaction records. The task is: describe an organic reaction: reactants, conditions, products, and yield The reactants are solution, C=NCCN1CCOCC1 (methylene-(2-morpholin-4-yl-ethyl)-amine), CO (methanol), ClC=1C=C(CNC(C=C2OC(OC2=O)(C)C)=O)C=CC1Cl (N-(3,4-dichloro-benzyl)-2-(2,2-dimethyl-5-oxo-[1,3]dioxolan-4-ylidene)-acetamide). The product is ClC=1C=C(CNC(=O)C=2CN(C(C2O)=O)CCN2CCOCC2)C=CC1Cl (4-Hydroxy-1-(2-morpholin-4-yl-ethyl)-5-oxo-2,5-dihydro-1H-pyrrole-3-carboxylic acid 3,4-dichloro-benzylamide). The yield is 22.0%. As a reaction SMILES: [Cl:1][C:2]1[CH:3]=[C:4]([CH:18]=[CH:19][C:20]=1[Cl:21])[CH2:5][NH:6][C:7](=[O:17])[CH:8]=[C:9]1[C:13](=[O:14])OC(C)(C)[O:10]1.[CH2:22]=[N:23][CH2:24][CH2:25][N:26]1[CH2:31][CH2:30][O:29][CH2:28][CH2:27]1.CO>>[Cl:1][C:2]1[CH:3]=[C:4]([CH:18]=[CH:19][C:20]=1[Cl:21])[CH2:5][NH:6][C:7]([C:8]1[CH2:22][N:23]([CH2:24][CH2:25][N:26]2[CH2:31][CH2:30][O:29][CH2:28][CH2:27]2)[C:13](=[O:14])[C:9]=1[OH:10])=[O:17]. Procedure details: A mixture of N-(3,4-dichloro-benzyl)-2-(2,2-dimethyl-5-oxo-[1,3]dioxolan-4-ylidene)-acetamide (66 mg, 0.2 mmol) and a 0.2 mmol solution of methylene-(2-morpholin-4-yl-ethyl)-amine in methanol (1.5 mL, 0.3 mmol) was heated at 70° C. for 1.5 h. The reaction mixture was then cooled to room temperature and purified by preparative HPLC using methanol/water (0.1% TFA) as eluent. The fractions containing the product were combined and concentrated to give a white powder (23.3 mg, 22% yield). 1H NMR (500... Reactants: C(C#C)O (propargyl alcohol), C(C#C)O (propargyl alcohol), BrC1=CSC=C1Br (3,4-dibromothiophene). Reagents/catalysts: C=1C=CC(=CC1)[P](C=2C=CC=CC2)(C=3C=CC=CC3)[Pd]([P](C=4C=CC=CC4)(C=5C=CC=CC5)C=6C=CC=CC6)([P](C=7C=CC=CC7)(C=8C=CC=CC8)C=9C=CC=CC9)[P](C=1C=CC=CC1)(C=1C=CC=CC1)C=1C=CC=CC1 (Pd(Ph3P)4), [Cu]I (CuI), C=1C=CC(=CC1)[P](C=2C=CC=CC2)(C=3C=CC=CC3)[Pd]([P](C=4C=CC=CC4)(C=5C=CC=CC5)C=6C=CC=CC6)([P](C=7C=CC=CC7)(C=8C=CC=CC8)C=9C=CC=CC9)[P](C=1C=CC=CC1)(C=1C=CC=CC1)C=1C=CC=CC1 (Pd(Ph3P)4), [Cu]I (CuI). Run in C(CC)N (n-propylamine). Run at time 1 hour. The product is OCC#CC=1C(=CSC1)C#CCO (3-[4-(3-Hydroxyprop-1-ynyl)thiophen-3-yl]prop-2-yn-1-ol). Yield: 87.4%. Reaction SMILES: [CH2:1]([OH:4])[C:2]#[CH:3].Br[C:6]1[C:10](Br)=[CH:9][S:8][CH:7]=1>C(N)CC.C1C=CC([P]([Pd]([P](C2C=CC=CC=2)(C2C=CC=CC=2)C2C=CC=CC=2)([P](C2C=CC=CC=2)(C2C=CC=CC=2)C2C=CC=CC=2)[P](C2C=CC=CC=2)(C2C=CC=CC=2)C2C=CC=CC=2)(C2C=CC=CC=2)C2C=CC=CC=2)=CC=1.[Cu]I>[OH:4][CH2:1][C:2]#[C:3][C:6]1[C:10]([C:3]#[C:2][CH2:1][OH:4])=[CH:9][S:8][CH:7]=1 |^1:19,21,40,59|. Procedure details: Pd(Ph3P)4 (116 mg, 2%), CuI (28 mg, 3%) and propargyl alcohol (0.9 ml, 15 mmol) are added successively to a solution of 3,4-dibromothiophene (1.18 g, 5.0 mmol) in n-propylamine (15 ml), and the reaction mixture is stirred at RT for 1 h and then under reflux for 7 h. More Pd(Ph3P)4 (58 mg, 1%), CuI (14 mg, 1.5%) and propargyl alcohol (0.45 ml, 7.5 mmol) are then added and the mixture is stirred under reflux for another 8 h. After cooling, the reaction mixture is filtered off through kieselguhr an...